Dataset: the Open Reaction Database (ORD), a public repository of structured organic reaction records. Task: describe an organic reaction: reactants, conditions, products, and yield Reactants: CCOC(=O)c1ccc(C(=C[Si](C)(C)C)c2cc3c(cc2C)C(C)(C)CCC3=O)cc1, Cc1ccccc1, ClCCl, O=C(O)C(F)(F)F. The product is C=C(c1ccc(C(=O)OCC)cc1)c1cc2c(cc1C)C(C)(C)CCC2=O. As a reaction SMILES: [CH3:1][c:2]1[c:3]([C:15](=[CH:16][Si:17]([CH3:18])([CH3:19])[CH3:20])[c:21]2[cH:22][cH:23][c:24]([C:25](=[O:26])[O:27][CH2:28][CH3:29])[cH:30][cH:31]2)[cH:4][c:5]2[c:10]([cH:11]1)[C:9]([CH3:12])([CH3:13])[CH2:8][CH2:7][C:6]2=[O:14].[CH3:42][c:43]1[cH:44][cH:45][cH:46][cH:47][cH:48]1.[Cl:39][CH2:40][Cl:41].[OH:32][C:33]([C:34]([F:35])([F:36])[F:37])=[O:38]>>[CH3:1][c:2]1[c:3]([C:15](=[CH2:16])[c:21]2[cH:22][cH:23][c:24]([C:25](=[O:26])[O:27][CH2:28][CH3:29])[cH:30][cH:31]2)[cH:4][c:5]2[c:10]([cH:11]1)[C:9]([CH3:12])([CH3:13])[CH2:8][CH2:7][C:6]2=[O:14]. Starting materials: CC(C)(C(=O)O)S(=O)(=O)CC(Cc1ccccc1)C(=O)OCc1ccccc1, O=C(Cl)C(=O)Cl, C1CCOC1. Product: CC(C)(C(=O)Cl)S(=O)(=O)CC(Cc1ccccc1)C(=O)OCc1ccccc1. Reaction SMILES: [CH2:1]([c:2]1[cH:3][cH:4][cH:5][cH:6][cH:7]1)[O:8][C:9](=[O:10])[CH:11]([CH2:12][S:13](=[O:14])(=[O:15])[C:16]([C:17](=[O:18])[OH:19])([CH3:20])[CH3:21])[CH2:22][c:23]1[cH:24][cH:25][cH:26][cH:27][cH:28]1.[Cl:29][C:30]([C:31]([Cl:32])=[O:33])=[O:34].[O:35]1[CH2:36][CH2:37][CH2:38][CH2:39]1>>[CH2:1]([c:2]1[cH:3][cH:4][cH:5][cH:6][cH:7]1)[O:8][C:9](=[O:10])[CH:11]([CH2:12][S:13](=[O:14])(=[O:15])[C:16]([C:17](=[O:18])[Cl:29])([CH3:20])[CH3:21])[CH2:22][c:23]1[cH:24][cH:25][cH:26][cH:27][cH:28]1. Reactants: BrCC(=O)C1=C(C=C(C(=C1)S(N)(=O)=O)Cl)Cl (2-bromo-2',4'-dichloro-5'-sulfamoyl-acetophenone), CNC(=S)NC (1,3-dimethyl-thiourea). The solvent is CO (methanol). Product: Br.ClC1=C(C=C(C(=C1)Cl)S(N)(=O)=O)C1(N(C(SC1)=NC)C)O (4-(2,4-Dichloro-5-sulfamoylphenyl)-3-methyl-2-methylimino-1,3-thiazolidine-4-ol-hydrobromide). RXN SMILES: [Br:1][CH2:2][C:3]([C:5]1[CH:10]=[C:9]([S:11](=[O:14])(=[O:13])[NH2:12])[C:8]([Cl:15])=[CH:7][C:6]=1[Cl:16])=[O:4].[CH3:17][NH:18][C:19]([NH:21][CH3:22])=[S:20]>CO>[BrH:1].[Cl:16][C:6]1[CH:7]=[C:8]([Cl:15])[C:9]([S:11](=[O:14])(=[O:13])[NH2:12])=[CH:10][C:5]=1[C:3]1([OH:4])[CH2:2][S:20][C:19](=[N:18][CH3:17])[N:21]1[CH3:22] |f:3.4|. Procedure: 7 g of 2-bromo-2',4'-dichloro-5'-sulfamoyl-acetophenone and 2.5 g of 1,3-dimethyl-thiourea were allowed to react for 20 hours in 50 ml of methanol, the precipitate of 4-(2,4-dichloro-5-sulfamoylphenyl)-3-methyl-2-methylimino-1,3-thiazolidine-4-ol-hydrobromide was filtered off and washed with acetone. The reactants are ClC1=CC=C(C=C1)C(N1CCNCC1)C1=CC=CC=C1 (1-[(4-chlorophenyl)phenylmethyl]piperazine), ClCCOCC(=O)OCC (ethyl 2-chloroethoxyacetate). The solvent is C(C)N(CC)CC (triethylamine), tertiary amine. The product is ClC1=CC=C(C=C1)C(N1CCN(CC1)CCOCC(=O)OCC)C1=CC=CC=C1 (ethyl [2-[4-[(4-chlorophenyl)phenylmethyl]-1-piperazinyl]ethoxy]acetate). Isolated yield 89.0%. Reaction SMILES: [Cl:1][C:2]1[CH:7]=[CH:6][C:5]([CH:8]([C:15]2[CH:20]=[CH:19][CH:18]=[CH:17][CH:16]=2)[N:9]2[CH2:14][CH2:13][NH:12][CH2:11][CH2:10]2)=[CH:4][CH:3]=1.Cl[CH2:22][CH2:23][O:24][CH2:25][C:26]([O:28][CH2:29][CH3:30])=[O:27]>C(N(CC)CC)C>[Cl:1][C:2]1[CH:3]=[CH:4][C:5]([CH:8]([C:15]2[CH:16]=[CH:17][CH:18]=[CH:19][CH:20]=2)[N:9]2[CH2:10][CH2:11][N:12]([CH2:22][CH2:23][O:24][CH2:25][C:26]([O:28][CH2:29][CH3:30])=[O:27])[CH2:13][CH2:14]2)=[CH:6][CH:7]=1. Procedure: The present inventors have found that when the reaction is performed in a tertiary amine as both solvent and acid scavenger at elevated temperature, significantly higher yield is obtained. Namely, when 1-[(4-chlorophenyl)phenylmethyl]piperazine is reacted in a pressure vessel with ethyl 2-chloroethoxyacetate in triethylamine at 135° C. for 10 hours, ethyl [2-[4-[(4-chlorophenyl)phenylmethyl]-1-piperazinyl]ethoxy]acetate is obtained in 89% yield. When catalytic amounts of potassium iodide or tetr... Reactants: NC=1C(=C(C(=O)NCC23CC4CC(CC(C2)C4)C3)C=CC1)Cl (3-Amino-2-chloro-N-(tricyclo[3.3.1.13,7]dec-1-ylmethyl)-benzamide), Cl (hydrochloric acid), ClCC=O (chloroacetaldehyde), C(#N)[BH3-].[Na+] (sodium cyanoborohydride). The solvent is CO (methanol), O (water), CO (methanol). Product: ClC1=C(C(=O)NCC23CC4CC(CC(C2)C4)C3)C=CC=C1NCCCl (2-Chloro-3-(2-chloroethyl)amino-N-(tricyclo[3.3.1.13,7]dec-1-ylmethyl)-benzamide). As a reaction SMILES: [NH2:1][C:2]1[C:3]([Cl:22])=[C:4]([CH:19]=[CH:20][CH:21]=1)[C:5]([NH:7][CH2:8][C:9]12[CH2:18][CH:13]3[CH2:14][CH:15]([CH2:17][CH:11]([CH2:12]3)[CH2:10]1)[CH2:16]2)=[O:6].[Cl:23][CH2:24][CH:25]=O.C([BH3-])#N.[Na+].Cl>O.CO>[Cl:22][C:3]1[C:2]([NH:1][CH2:25][CH2:24][Cl:23])=[CH:21][CH:20]=[CH:19][C:4]=1[C:5]([NH:7][CH2:8][C:9]12[CH2:18][CH:13]3[CH2:14][CH:15]([CH2:17][CH:11]([CH2:12]3)[CH2:10]1)[CH2:16]2)=[O:6] |f:2.3|. Procedure: Prepared according to the method described in Example 63 from 3- amino-2-chloro-N-(tricyclo[3.3.13,7]dec-1-yl)methylbenzamide from Example 54(0.7 g), 50% chloroacetaldehyde in water (0.353 ml), sodium cyanoborohydride (0.159 g), 50% hydrochloric acid in methanol (0.385 ml) and methanol (10 ml), giving the subtitled compound as a white solid (0.777 g) after purification by flash column chromatography eluting with 3:1 iso-hexane:ethylacetate. Reactants: C1(=CC=CC=C1)P(C1=CC=CC=C1)(C1=CC=CC=C1)=NC1=C(C=CC=C1)/C=C/C(=O)OC (Methyl (2E)-3-{2-[(triphenylphosphoranylidene)amino]phenyl}propenoate), FC1=C(C=C(C=C1)C(F)(F)F)N=C=O (2-fluoro-5-(trifluoromethyl)phenyl isocyanate), ClC=1C=C(C=CC1)N1CCNCC1 (N-(3-chlorophenyl)piperazine). The product is ClC=1C=C(C=CC1)N1CCN(CC1)C1=NC2=CC=CC=C2C(N1C1=C(C=CC(=C1)C(F)(F)F)F)CC(=O)OC (Methyl {2-[4-(3-chlorophenyl)piperazin-1-yl]-3-[2-fluoro-5-(trifluoromethyl)phenyl]-3,4-dihydroquinazolin-4-yl}acetate). As a reaction SMILES: C1(P(=[N:20][C:21]2[CH:26]=[CH:25][CH:24]=[CH:23][C:22]=2/[CH:27]=[CH:28]/[C:29]([O:31][CH3:32])=[O:30])(C2C=CC=CC=2)C2C=CC=CC=2)C=CC=CC=1.[F:33][C:34]1[CH:39]=[CH:38][C:37]([C:40]([F:43])([F:42])[F:41])=[CH:36][C:35]=1[N:44]=[C:45]=O.[Cl:47][C:48]1[CH:49]=[C:50]([N:54]2[CH2:59][CH2:58][NH:57][CH2:56][CH2:55]2)[CH:51]=[CH:52][CH:53]=1>>[Cl:47][C:48]1[CH:49]=[C:50]([N:54]2[CH2:59][CH2:58][N:57]([C:45]3[N:44]([C:35]4[CH:36]=[C:37]([C:40]([F:43])([F:42])[F:41])[CH:38]=[CH:39][C:34]=4[F:33])[CH:27]([CH2:28][C:29]([O:31][CH3:32])=[O:30])[C:22]4[C:21](=[CH:26][CH:25]=[CH:24][CH:23]=4)[N:20]=3)[CH2:56][CH2:55]2)[CH:51]=[CH:52][CH:53]=1. Procedure: Starting with 150 mg (0.34 mmol) of the iminophosphorane from Example 3A, 74 mg (0.34 mmol) of 2-fluoro-5-(trifluoromethyl)phenyl isocyanate and 67 mg (0.34 mmol) of N-(3-chlorophenyl)piperazine, the general procedure [E] and chromatographic purification (method 2) give 95 mg (50% of theory) of product. The reactants are ClC1=C(C=CC(=C1)F)C1=C(C=C(C(=N1)NCC(C)C)C#N)C1=CC=C(C=C1)Cl (6-(2-chloro-4-fluorophenyl)-5-(4-chlorophenyl)-2-(isobutylamino)pyridine-3-carbonitrile), ClCC(=O)Cl (chloroacetyl chloride). Product: ClCC(=O)N(CC(C)C)C1=NC(=C(C=C1C#N)C1=CC=C(C=C1)Cl)C1=C(C=C(C=C1)F)Cl (2-chloro-N-(6-(2-chloro-4-fluorophenyl)-5-(4-chlorophenyl)-3-cyanopyridin-2-yl)-N-isobutylacetamide). As a reaction SMILES: [Cl:1][C:2]1[CH:7]=[C:6]([F:8])[CH:5]=[CH:4][C:3]=1[C:9]1[N:14]=[C:13]([NH:15][CH2:16][CH:17]([CH3:19])[CH3:18])[C:12]([C:20]#[N:21])=[CH:11][C:10]=1[C:22]1[CH:27]=[CH:26][C:25]([Cl:28])=[CH:24][CH:23]=1.[Cl:29][CH2:30][C:31](Cl)=[O:32]>>[Cl:29][CH2:30][C:31]([N:15]([C:13]1[C:12]([C:20]#[N:21])=[CH:11][C:10]([C:22]2[CH:23]=[CH:24][C:25]([Cl:28])=[CH:26][CH:27]=2)=[C:9]([C:3]2[CH:4]=[CH:5][C:6]([F:8])=[CH:7][C:2]=2[Cl:1])[N:14]=1)[CH2:16][CH:17]([CH3:19])[CH3:18])=[O:32]. Procedure: The product of Step A was reacted with chloroacetyl chloride using conditions similar to EXAMPLE 62 Step A to afford the title compound. HPLC/MS: 489.9 (M+1), 491.8 (M+3); Rt=4.40 min. The reactants are FC1=CC=C(OC2=CC=C(C=O)C=C2)C=C1 (4-(4-fluoro-phenoxy)-benzaldehyde), NC=1C=C(C=CC1N)S(=O)(=O)N (3,4-diaminobenzene sulfonamide), NC=1C=C(C(=O)N)C=CC1N (3,4-diaminobenzoic acid amide). Product: O(C1=CC=CC=C1)C1=CC=C(C=C1)C1=NC2=C(N1)C=CC(=C2)S(=O)(=O)N (2-(4-Phenoxy-phenyl]-1H-benzoimidazole-5-sulfonic acid amide). Reaction SMILES: F[C:2]1[CH:16]=[CH:15][C:5]([O:6][C:7]2[CH:14]=[CH:13][C:10]([CH:11]=O)=[CH:9][CH:8]=2)=[CH:4][CH:3]=1.[NH2:17][C:18]1[CH:19]=[C:20]([S:25]([NH2:28])(=[O:27])=[O:26])[CH:21]=[CH:22][C:23]=1[NH2:24].NC1C=C(C=CC=1N)C(N)=O>>[O:6]([C:7]1[CH:14]=[CH:13][C:10]([C:11]2[NH:24][C:23]3[CH:22]=[CH:21][C:20]([S:25]([NH2:28])(=[O:26])=[O:27])=[CH:19][C:18]=3[N:17]=2)=[CH:9][CH:8]=1)[C:5]1[CH:15]=[CH:16][CH:2]=[CH:3][CH:4]=1. Procedure details: This compound was prepared according to the methods described in Example 22 and Scheme 3, substituting 4-phenoxybenzaldehyde for 4-(4-fluoro-phenoxy)-benzaldehyde, and 3,4-diaminobenzene sulfonamide for 3,4-diaminobenzoic acid amide.